The task is: describe an organic reaction: reactants, conditions, products, and yield. This data is from the Open Reaction Database (ORD), a public repository of structured organic reaction records. Reactants: O=C(c1ccccc1)N1CCc2[nH]c3cc(Cl)c(Cl)cc3c2CC1, [K+], [OH-], O, OCCO. The product is Clc1cc2[nH]c3c(c2cc1Cl)CCNCC3. As a reaction SMILES: [C:1](=[O:2])([c:3]1[cH:4][cH:5][cH:6][cH:7][cH:8]1)[N:9]1[CH2:10][CH2:11][c:12]2[nH:13][c:14]3[cH:15][c:16]([Cl:24])[c:17]([Cl:23])[cH:18][c:19]3[c:20]2[CH2:21][CH2:22]1.[K+:26].[OH-:25].[OH2:31].[OH:27][CH2:28][CH2:29][OH:30]>>[NH:9]1[CH2:10][CH2:11][c:12]2[nH:13][c:14]3[cH:15][c:16]([Cl:24])[c:17]([Cl:23])[cH:18][c:19]3[c:20]2[CH2:21][CH2:22]1. The reactants are ice, CCOCC (ether), OC=1SC(NN1)=O (2-hydroxy-1,3,4-thiadiazol-5-(4H)-one), C(=O)(O)[O-].[Na+] (NaHCO3), BrCCCCCCC(=O)OC(C)(C)C (tert-butyl 7-bromoheptanoate). The reagents and catalysts are [Na+].[I-] (NaI). Solvent: CN(C)P(=O)(N(C)C)N(C)C (HMPA). Reaction conditions: time 5 day. Product: C(C)(C)(C)OC(C=CCCCCN1C(SC(N1)=O)=O)=O (2,5-Dioxo-1,3,4-thiadiazoline-3-heptanoic acid tert-butyl ester). The yield is 21.9%. Reaction SMILES: [OH:1][C:2]1[S:3][C:4](=[O:7])[NH:5][N:6]=1.C([O-])(O)=O.[Na+].Br[CH2:14][CH2:15][CH2:16][CH2:17][CH2:18][CH2:19][C:20]([O:22][C:23]([CH3:26])([CH3:25])[CH3:24])=[O:21].CCOCC>CN(P(N(C)C)(N(C)C)=O)C.[Na+].[I-]>[C:23]([O:22][C:20](=[O:21])[CH:19]=[CH:18][CH2:17][CH2:16][CH2:15][CH2:14][N:6]1[NH:5][C:4](=[O:7])[S:3][C:2]1=[O:1])([CH3:26])([CH3:25])[CH3:24] |f:1.2,6.7|. Reported procedure: A solution of 11.8 g (0.1 mole) of 1,3,4-thiadiazoline-2,5-dione (1) (Example 1A) in 75 ml of HMPA was stirred with 9.24 g (0.11 mole) of NaHCO3 at room temperature for 18 hrs and then 0.3 g NaI was added followed by 26.5 g (0.1 mole) of tert-butyl 7-bromoheptanoate which was added dropwise over a period of 2 hr. The reaction mixture was stirred at room temperature for 5 days then poured with stirring into 500 ml of ice-cold 5% HCl topped with 200 ml of ether. The ether phase was washed with wat...